Task: describe an organic reaction: reactants, conditions, products, and yield. Dataset: the Open Reaction Database (ORD), a public repository of structured organic reaction records The reactants are OC1=NC2=C(C3=CC=C(C=C13)Br)OC1=C2C=CC=C1 (5-hydroxyl-3-bromo-benzofuro[3,2-c]isoquinoline), ClC1=CC=C2C3=C(N=C(C2=C1)O)C1=C(O3)C=CC=C1 (3-chloro-benzofuro[3,2-c]isoquinoline-5-ol). The product is BrC1=CC=C2C3=C(N=C(C2=C1)Cl)C1=C(O3)C=CC=C1 (3-bromo-5-chloro-benzofuro[3,2-c]isoquinoline). As a reaction SMILES: O[C:2]1[C:11]2[C:6](=[CH:7][CH:8]=[C:9]([Br:12])[CH:10]=2)[C:5]2[O:13][C:14]3[CH:19]=[CH:18][CH:17]=[CH:16][C:15]=3[C:4]=2[N:3]=1.[Cl:20]C1C=C2C(C3OC4C=CC=CC=4C=3N=C2O)=CC=1>>[Br:12][C:9]1[CH:10]=[C:11]2[C:6]([C:5]3[O:13][C:14]4[CH:19]=[CH:18][CH:17]=[CH:16][C:15]=4[C:4]=3[N:3]=[C:2]2[Cl:20])=[CH:7][CH:8]=1. Procedure: The procedure was similar to step S19C, while the starting material was 20B in stead of 19B.